Task: describe an organic reaction: reactants, conditions, products, and yield. Dataset: the Open Reaction Database (ORD), a public repository of structured organic reaction records Reactants: C(C1=CN=CC=C1)(=O)O (nicotinic acid), ON1N=NC2=C1C=CC=C2 (N-hydroxybenzotriazole), C(C)N=C=NCCCN(C)C (1-ethyl-3-(3'-dimethylaminopropyl)carbodiimide), ice water, Br.NCCCCOC1=CC=C(C=C1)C=1C=CC(NN1)=O (6-[4-(4-aminobutoxy)phenyl]pyridazin-3(2H)-one hydrobromide). The solvent is CN(C=O)C (dimethylformamide), C(C)N(CC)CC (triethylamine). Conditions: time 6 hour. Product: N1=CC(=CC=C1)C(=O)NCCCCOC1=CC=C(C=C1)C=1C=CC(NN1)=O (6-[4-(4-(pyridin-3-ylcarbonylamino)butoxy)phenyl]pyridazin-3(2H )-one). Yield: 81.7%. Reaction SMILES: [C:1]([OH:9])(=O)[C:2]1[CH:7]=[CH:6][CH:5]=[N:4][CH:3]=1.ON1C2C=CC=CC=2N=N1.Br.[NH2:21][CH2:22][CH2:23][CH2:24][CH2:25][O:26][C:27]1[CH:32]=[CH:31][C:30]([C:33]2[CH:34]=[CH:35][C:36](=[O:39])[NH:37][N:38]=2)=[CH:29][CH:28]=1.C(N=C=NCCCN(C)C)C>CN(C)C=O.C(N(CC)CC)C>[N:4]1[CH:5]=[CH:6][CH:7]=[C:2]([C:1]([NH:21][CH2:22][CH2:23][CH2:24][CH2:25][O:26][C:27]2[CH:32]=[CH:31][C:30]([C:33]3[CH:34]=[CH:35][C:36](=[O:39])[NH:37][N:38]=3)=[CH:29][CH:28]=2)=[O:9])[CH:3]=1 |f:2.3|. Procedure: 868 mg of nicotinic acid, 954 mg of N-hydroxybenzotriazole and triethylamine (1.23 ml) were added to a dimethylformamide solution (50 ml) containing 2.0 g of 6-[4-(4-aminobutoxy)phenyl]pyridazin-3(2H)-one hydrobromide. 1.35 g of 1-ethyl-3-(3'-dimethylaminopropyl)carbodiimide was added to the mixture at 0° C., and the resulting mixture was stirred at room temperature for 6 hours and then poured into ice water, and precipitated crystal was collected by filtration. The crystal was recrystallized fr... Reactants: S(O)(O)(=O)=O (sulfuric acid), C(#N)C1=CC=C(OCCCCCCCC2=CC(=NO2)C)C=C1 (5-[7-(4-cyanophenoxy)heptyl]-3-methylisoxazole), OO (hydrogen peroxide), [OH-].[Na+] (sodium hydroxide). As a reaction SMILES: [C:1]([C:3]1[CH:22]=[CH:21][C:6]([O:7][CH2:8][CH2:9][CH2:10][CH2:11][CH2:12][CH2:13][CH2:14][C:15]2[O:19][N:18]=[C:17]([CH3:20])[CH:16]=2)=[CH:5][CH:4]=1)#[N:2].OO.[OH-].[Na+].S(=O)(=O)(O)[OH:28]>C(O)C>[C:1]([C:3]1[CH:4]=[CH:5][C:6]([O:7][CH2:8][CH2:9][CH2:10][CH2:11][CH2:12][CH2:13][CH2:14][C:15]2[O:19][N:18]=[C:17]([CH3:20])[CH:16]=2)=[CH:21][CH:22]=1)(=[O:28])[NH2:2] |f:2.3|. Reaction conditions: time 8 hour. Yields the product C(N)(=O)C1=CC=C(OCCCCCCCC2=CC(=NO2)C)C=C1 (5-[7-(4-carbamylphenoxy)heptyl]-3-methylisoxazole). Reported procedure: A mixture of 4.47 g (0.015 mole) of 5-[7-(4-cyanophenoxy)heptyl]-3-methylisoxazole (Example 5), 8 ml of 30% hydrogen peroxide, 8 ml of 95% ethanol and 0.6 ml of 6 N sodium hydroxide was stirred for ten minutes. There was then added 10 ml of 95% ethanol and the reaction mixture was warmed at 40°-50° C. for 4.5 hours, then held at room temperature overnight and treated with 5% sulfuric acid to neutral pH. The mixture was cooled and the solid product collected by filtration to give 4.4 g of 5-[7-(4... The solvent is C(C)O (ethanol), C(C)O (ethanol). Reactants: BrC1=C(C=C2C(=N1)C(CN2C2=C(C(=NC1=CC(=CC=C21)F)C2=NC=CC=C2)C)(C)C)N2CCOCC2 (4-(5-bromo-3,3-dimethyl-6-(4-morpholinyl)-2,3-dihydro-1H-pyrrolo[3,2-b]pyridin-1-yl)-7-fluoro-3-methyl-2-(2-pyridinyl)quinoline), C(CCC)[Sn](CCCC)(CCCC)C#N (tri-n-butyltin cyanide). Reagents/catalysts: CC(C)C1=CC(=C(C(=C1)C(C)C)C2=CC=CC=C2P(C3CCCCC3)C4CCCCC4)C(C)C.C1=CC=C([C-]=C1)CCN.Cl[Pd+] (XPhos precatalyst). Run in CN1CCCC1=O (NMP). Run at temperature 140 celsius. Product: FC1=CC=C2C(=C(C(=NC2=C1)C1=NC=CC=C1)C)N1CC(C2=NC(=C(C=C21)N2CCOCC2)C#N)(C)C (1-(7-fluoro-3-methyl-2-(2-pyridinyl)-4-quinolinyl)-3,3-dimethyl-6-(4-morpholinyl)-2,3-dihydro-1H-pyrrolo[3,2-b]pyridine-5-carbonitrile). Reaction SMILES: Br[C:2]1[N:7]=[C:6]2[C:8]([CH3:30])([CH3:29])[CH2:9][N:10]([C:11]3[C:20]4[C:15](=[CH:16][C:17]([F:21])=[CH:18][CH:19]=4)[N:14]=[C:13]([C:22]4[CH:27]=[CH:26][CH:25]=[CH:24][N:23]=4)[C:12]=3[CH3:28])[C:5]2=[CH:4][C:3]=1[N:31]1[CH2:36][CH2:35][O:34][CH2:33][CH2:32]1.C([Sn]([C:50]#[N:51])(CCCC)CCCC)CCC>CN1C(=O)CCC1.CC(C1C=C(C(C)C)C(C2C(P(C3CCCCC3)C3CCCCC3)=CC=CC=2)=C(C(C)C)C=1)C.C1C=[C-]C(CCN)=CC=1.Cl[Pd+]>[F:21][C:17]1[CH:16]=[C:15]2[C:20]([C:11]([N:10]3[C:5]4[C:6](=[N:7][C:2]([C:50]#[N:51])=[C:3]([N:31]5[CH2:32][CH2:33][O:34][CH2:35][CH2:36]5)[CH:4]=4)[C:8]([CH3:29])([CH3:30])[CH2:9]3)=[C:12]([CH3:28])[C:13]([C:22]3[CH:27]=[CH:26][CH:25]=[CH:24][N:23]=3)=[N:14]2)=[CH:19][CH:18]=1 |f:3.4.5|. Reported procedure: To a stirred solution of 4-(5-bromo-3,3-dimethyl-6-(4-morpholinyl)-2,3-dihydro-1H-pyrrolo[3,2-b]pyridin-1-yl)-7-fluoro-3-methyl-2-(2-pyridinyl)quinoline (61 mg, 0.111 mmol) in NMP (1.5 mL) was added tri-n-butyltin cyanide (35.2 mg, 0.111 mmol), XPhos precatalyst (16.3 mg, 0.022 mmol) and heated at 140° C. for 2 h in the microwave. After this time the reaction was partitioned between EtOAc (60 mL) and water (30 mL). The separated organic layer was dried over MgSO4, filtered and evaporated in vacu... The reactants are BrC1=CC(=C(C=C1)NC(C(F)(F)F)=O)C (N-(4-bromo-2-methyl-phenyl)-2,2,2-trifluoro-acetamide), NC1=NC=C(C(=N1)N)CC=1C=C(C(=C(C1)OS(=O)(=O)CC(C)C)I)OCC (2-methyl-propane-1-sulphonic acid 5-(2,4-diamino-pyrimidin-5-ylmethyl)-3-ethoxy-2-iodo-phenyl ester). Yields the product NC1=C(C=C(C=C1)C1=C(C=C(C=C1OCC)CC=1C(=NC(=NC1)N)N)OS(=O)(=O)CC(C)C)C (2-Methyl-propane-1-sulphonic acid 4′-amino-4-(2,4-diamino-pyrimidin-5-ylmethyl)-6-ethoxy-3′-methyl-biphenyl-2-yl ester). Yield: 66.0%. As a reaction SMILES: Br[C:2]1[CH:7]=[CH:6][C:5]([NH:8]C(=O)C(F)(F)F)=[C:4]([CH3:15])[CH:3]=1.[NH2:16][C:17]1[N:22]=[C:21]([NH2:23])[C:20]([CH2:24][C:25]2[CH:26]=[C:27]([O:40][CH2:41][CH3:42])[C:28](I)=[C:29]([O:31][S:32]([CH2:35][CH:36]([CH3:38])[CH3:37])(=[O:34])=[O:33])[CH:30]=2)=[CH:19][N:18]=1>>[NH2:8][C:5]1[CH:6]=[CH:7][C:2]([C:28]2[C:27]([O:40][CH2:41][CH3:42])=[CH:26][C:25]([CH2:24][C:20]3[C:21]([NH2:23])=[N:22][C:17]([NH2:16])=[N:18][CH:19]=3)=[CH:30][C:29]=2[O:31][S:32]([CH2:35][CH:36]([CH3:37])[CH3:38])(=[O:33])=[O:34])=[CH:3][C:4]=1[CH3:15]. Procedure: Starting from 191 mg (0.68 mmol) N-(4-bromo-2-methyl-phenyl)-2,2,2-trifluoro-acetamide and 173 mg (0.34 mmol) 2-methyl-propane-1-sulphonic acid 5-(2,4-diamino-pyrimidin-5-ylmethyl)-3-ethoxy-2-iodo-phenyl ester, 109 mg of the title compound are obtained as a brown solid after chromatography and stirring in 5 ml ether. The reactants are COC(=O)COC1=C(OCC(=O)OC)C=CC=C1 (methyl 2-methoxycarbonylmethyloxyphenoxyacetate), C(C)(=O)O (acetic acid), [H-].[Na+] (sodium hydride), C(C)(C)(C)O (tert-butanol). Run in C=1(C(=CC=CC1)C)C (xylene), C=1(C(=CC=CC1)C)C (xylene). Yields the product O=C1COC2=C(OC1C(=O)OC)C=CC=C2 (methyl 3-oxo-3,4-dihydro-2H-1,5-benzodioxepin-2-carboxylate). Yield: 74.4%. Reaction SMILES: [H-].[Na+].C(O)(C)(C)C.[CH3:8][O:9][C:10]([CH2:12][O:13][C:14]1[CH:25]=[CH:24][CH:23]=[CH:22][C:15]=1[O:16][CH2:17][C:18](OC)=[O:19])=[O:11].C(O)(=O)C>C1(C)C(C)=CC=CC=1>[O:19]=[C:18]1[CH:12]([C:10]([O:9][CH3:8])=[O:11])[O:13][C:14]2[CH:25]=[CH:24][CH:23]=[CH:22][C:15]=2[O:16][CH2:17]1 |f:0.1|. Procedure details: To a mixture of 4.1 g of 60% sodium hydride in 150 ml of xylene is added 0.3 ml of tert-butanol, and a solution of 10 g of methyl 2-methoxycarbonylmethyloxyphenoxyacetate in 100 ml of xylene is added dropwise to the mixture at 140°-150° C. (for 8 hours). To the reaction mixture 7 g of acetic acid is added and the precipitates are filtered off. The filtrate is concentrated under reduced pressure, and the residue is purified by column chromatography on silica gel (eluant: hexane:ethyl acetate=3:1 ... Reactants: O=c1[nH]nc2c(Br)c(Cl)ccn12, O=C([O-])[O-], FC(F)(F)c1ccc(CCl)cn1, [K+], [K+], CN(C)C=O. Product: O=c1n(Cc2ccc(C(F)(F)F)nc2)nc2c(Br)c(Cl)ccn12. As a reaction SMILES: [Br:1][c:2]1[c:3]2[n:4]([cH:5][cH:6][c:7]1[Cl:8])[c:9](=[O:12])[nH:10][n:11]2.[C:25](=[O:26])([O-:27])[O-:28].[Cl:13][CH2:14][c:15]1[cH:16][cH:17][c:18]([C:21]([F:22])([F:23])[F:24])[n:19][cH:20]1.[K+:29].[K+:30].[O:31]=[CH:32][N:33]([CH3:34])[CH3:35]>>[Br:1][c:2]1[c:3]2[n:4]([cH:5][cH:6][c:7]1[Cl:8])[c:9](=[O:12])[n:10]([CH2:14][c:15]1[cH:16][cH:17][c:18]([C:21]([F:22])([F:23])[F:24])[n:19][cH:20]1)[n:11]2.